This data is from the Open Reaction Database (ORD), a public repository of structured organic reaction records. The task is: describe an organic reaction: reactants, conditions, products, and yield Starting materials: N[C@H]1CC2=C(C=CC=C2CC1)N1CCN(CC1)C ((R)-2-amino-8-(4-methylpiperazin-1-yl)-1,2,3,4-tetrahydronaphthalene), C(=O)(O)C=1N=C(SC1)C1=CC=NC=C1 (4-carboxy-2-(4-pyridyl)thiazole), C(=O)(N1C=NC=C1)N1C=NC=C1 (1,1'-carbonyldiimidazole), C(=O)=O (carbon dioxide). Run in CN(C=O)C (N,N-dimethylformamide), CN(C=O)C (N,N-dimethylformamide). Reaction conditions: temperature 75 celsius, time 17 hour. The product is CN1CCN(CC1)C=1C=CC=C2CC[C@H](CC12)NC(=O)C=1N=C(SC1)C1=CC=NC=C1 ((R)-N-[8-(4-Methylpiperazin-1-yl)-1,2,3,4-tetrahydro-2-naphthyl]-2-(4-pyridyl)thiazole-4-carboxamide). Yield: 61.9%. RXN SMILES: [C:1]([C:4]1[N:5]=[C:6]([C:9]2[CH:14]=[CH:13][N:12]=[CH:11][CH:10]=2)[S:7][CH:8]=1)([OH:3])=O.C(N1C=CN=C1)(N1C=CN=C1)=O.C(=O)=O.[NH2:30][C@@H:31]1[CH2:40][CH2:39][C:38]2[C:33](=[C:34]([N:41]3[CH2:46][CH2:45][N:44]([CH3:47])[CH2:43][CH2:42]3)[CH:35]=[CH:36][CH:37]=2)[CH2:32]1>CN(C)C=O>[CH3:47][N:44]1[CH2:45][CH2:46][N:41]([C:34]2[CH:35]=[CH:36][CH:37]=[C:38]3[C:33]=2[CH2:32][C@H:31]([NH:30][C:1]([C:4]2[N:5]=[C:6]([C:9]4[CH:14]=[CH:13][N:12]=[CH:11][CH:10]=4)[S:7][CH:8]=2)=[O:3])[CH2:40][CH2:39]3)[CH2:42][CH2:43]1. Procedure details: To a solution of 4-carboxy-2-(4-pyridyl)thiazole (89 mg, 0.43 mmol) in anhydrous N,N-dimethylformamide (25 mL) was added 1,1'-carbonyldiimidazole (73 mg, 0.45 mmol) and the reaction was heated at 75° C. When the carbon dioxide evolution had ceased (after 30 min), the reaction was cooled to room temperature and a solution of (R)-2-amino-8-(4-methylpiperazin-1-yl)-1,2,3,4-tetrahydronaphthalene (100 mg, 0.41 mmol) in anhydrous N,N-dimethylformamide (5 mL) was added. The reaction was allowed to stir...